This data is from the Open Reaction Database (ORD), a public repository of structured organic reaction records. The task is: describe an organic reaction: reactants, conditions, products, and yield Reactants: O=C1c2cccc(OCc3ccccc3)c2C(=O)c2c(OCc3ccccc3)cc(CO)cc21, CC#N, [O-][Cl+][O-], [O-]Cl, [Na+], [Na+], [Na+], [Na+], [Na+], O, O=P([O-])(O)O, O=P(O)(O)O, O=P([O-])([O-])O. Yields the product O=C(O)c1cc(OCc2ccccc2)c2c(c1)C(=O)c1cccc(OCc3ccccc3)c1C2=O. Reaction SMILES: [CH2:14]([c:15]1[cH:16][cH:17][cH:18][cH:19][cH:20]1)[O:21][c:22]1[cH:23][c:24]([CH2:46][OH:47])[cH:25][c:26]2[c:35]1[C:34](=[O:36])[c:33]1[c:28]([cH:29][cH:30][cH:31][c:32]1[O:37][CH2:38][c:39]1[cH:40][cH:41][cH:42][cH:43][cH:44]1)[C:27]2=[O:45].[CH3:60][C:61]#[N:62].[Cl+:48]([O-:49])[O-:50].[Cl:52][O-:53].[Na+:12].[Na+:13].[Na+:51].[Na+:54].[Na+:6].[OH2:63].[P:1]([O-:2])([OH:3])([OH:4])=[O:5].[P:55](=[O:56])([OH:57])([OH:58])[OH:59].[P:7]([O-:8])([O-:9])([OH:10])=[O:11]>>[CH2:14]([c:15]1[cH:16][cH:17][cH:18][cH:19][cH:20]1)[O:21][c:22]1[cH:23][c:24]([C:46](=[O:47])[OH:49])[cH:25][c:26]2[c:35]1[C:34](=[O:36])[c:33]1[c:28]([cH:29][cH:30][cH:31][c:32]1[O:37][CH2:38][c:39]1[cH:40][cH:41][cH:42][cH:43][cH:44]1)[C:27]2=[O:45]. Starting materials: ClC1=NC=CC=C1I (2-chloro-3-iodopyridine), N1CCNCC1 (piperazine). Run in CCCCO (n-BuOH). Product: Cl.Cl.IC=1C(=NC=CC1)N1CCNCC1 (1-(3-Iodo-2-pyridinyl)piperazine Dihydrochloride). Reaction SMILES: [Cl:1][C:2]1[C:7]([I:8])=[CH:6][CH:5]=[CH:4][N:3]=1.[NH:9]1[CH2:14][CH2:13][NH:12][CH2:11][CH2:10]1>CCCCO>[ClH:1].[ClH:1].[I:8][C:7]1[C:2]([N:9]2[CH2:14][CH2:13][NH:12][CH2:11][CH2:10]2)=[N:3][CH:4]=[CH:5][CH:6]=1 |f:3.4.5|. Reported procedure: A solution of 2-chloro-3-iodopyridine (2.39 g, 10 mmol) and piperazine (8.61 g, 100 mmol) in n-BuOH, 100 mL, was stirred at reflux under N2 for 18 h. After removing most of the n-BuOH under reduced pressure, the residue was partitioned between toluene and 10% NaOH. The toluene layer was washed further with water, dried (Na2SO4), filtered and concentrated to an oil. The pyridinylpiperazine was purified by recrystallization of the dihydrochloride salt from methanol-ethanol-ethylacetate, m.p. 185°-...